From a dataset of the Open Reaction Database (ORD), a public repository of structured organic reaction records. describe an organic reaction: reactants, conditions, products, and yield Starting materials: O=C([O-])C(=O)[O-], O=C(n1ccnc1)n1ccnc1, CCN(CC)CCN, CC(C)NCCS(=O)(=O)Cc1ccccc1, C1CCOC1. The product is O=C(O)C(=O)O, CCN(CC)CCNC(=O)N(CCS(=O)(=O)Cc1ccccc1)C(C)C. As a reaction SMILES: [C:37]([C:38](=[O:39])[O-:40])(=[O:41])[O-:42].[C:9](=[O:10])([n:11]1[cH:12][cH:13][n:14][cH:15]1)[n:16]1[cH:17][cH:18][n:19][cH:20]1.[CH2:1]([CH3:2])[N:3]([CH2:4][CH2:5][NH2:6])[CH2:7][CH3:8].[CH2:21]([c:22]1[cH:23][cH:24][cH:25][cH:26][cH:27]1)[S:28](=[O:29])(=[O:30])[CH2:31][CH2:32][NH:33][CH:34]([CH3:35])[CH3:36].[O:43]1[CH2:44][CH2:45][CH2:46][CH2:47]1>>[C:37]([C:38](=[O:39])[OH:40])(=[O:41])[OH:42].[CH2:1]([CH3:2])[N:3]([CH2:4][CH2:5][NH:6][C:9](=[O:10])[N:33]([CH2:32][CH2:31][S:28]([CH2:21][c:22]1[cH:23][cH:24][cH:25][cH:26][cH:27]1)(=[O:29])=[O:30])[CH:34]([CH3:35])[CH3:36])[CH2:7][CH3:8]. Starting materials: CC(C)C[O-].[K+].C=1(C(=CC=CC1)C)C (potassium isobutoxide xylene), CC(=O)C (acetone), C#C (acetylene). The solvent is O (water). Yields the product CC(C#CC(O)(O)C)CC (dimethylhexynediol). Isolated yield 90.0%. Reaction SMILES: CC(C[O-:5])C.[K+].[C:7]1([CH3:14])[C:8](C)=[CH:9]C=C[CH:12]=1.[CH3:15][C:16]([CH3:18])=[O:17].C#C>O>[CH3:12][CH:7]([CH2:8][CH3:9])[C:14]#[C:15][C:16]([CH3:18])([OH:5])[OH:17] |f:0.1.2|. Procedure: 529 g of a potassium isobutoxide/xylene suspension (4.5 mol/kg), 127 g of acetone and 29 g of acetylene gas were metered continuously and synchronously over a period of one hour into a reaction mixing pump having a nominal capacity of 20 ml. The reaction mixture which was mixed very well in the reaction pump was conveyed via a pump circuit in which a heat exchanger was located. The reaction temperature in the pump was 35° C., that upstream of the heat exchanger was 32° C. and that downstream of ... RXN SMILES: [CH2:1]([CH3:2])[O:3][C:4](=[O:5])[c:6]1[cH:7][cH:8][c:9]([O:10][CH2:11][c:12]2[cH:13][n:14](-[c:21]3[cH:22][n:23][cH:24][cH:25][cH:26]3)[c:15]3[cH:16][cH:17][cH:18][cH:19][c:20]23)[cH:27][cH:28]1.[CH3:29][CH2:30][OH:31].[Na+:33].[OH-:32]>>[O:3]=[C:4]([OH:5])[c:6]1[cH:7][cH:8][c:9]([O:10][CH2:11][c:12]2[cH:13][n:14](-[c:21]3[cH:22][n:23][cH:24][cH:25][cH:26]3)[c:15]3[cH:16][cH:17][cH:18][cH:19][c:20]23)[cH:27][cH:28]1. The product is O=C(O)c1ccc(OCc2cn(-c3cccnc3)c3ccccc23)cc1. Starting materials: CCOC(=O)c1ccc(OCc2cn(-c3cccnc3)c3ccccc23)cc1, CCO, [Na+], [OH-]. The reactants are [Br-], [Br-], COc1cc(Br)cc(OC)c1OC, [Li]CCCC, C1CCOC1, CCCCCC, [Zn+2], COC1CCC(S(=O)(=O)c2ccccc2)O1. Product: COc1cc(C2CCC(OC)O2)cc(OC)c1OC. Reaction SMILES: [Br-:46].[Br-:48].[Br:1][c:2]1[cH:3][c:4]([O:12][CH3:13])[c:5]([O:10][CH3:11])[c:6]([O:8][CH3:9])[cH:7]1.[CH2:14]([Li:15])[CH2:16][CH2:17][CH3:18].[CH2:41]1[O:42][CH2:43][CH2:44][CH2:45]1.[CH3:19][CH2:20][CH2:21][CH2:22][CH2:23][CH3:24].[Zn+2:47].[c:25]1([S:26](=[O:27])(=[O:28])[CH:34]2[O:35][CH:36]([O:39][CH3:40])[CH2:37][CH2:38]2)[cH:29][cH:30][cH:31][cH:32][cH:33]1>>[c:2]1([CH:34]2[O:35][CH:36]([O:39][CH3:40])[CH2:37][CH2:38]2)[cH:3][c:4]([O:12][CH3:13])[c:5]([O:10][CH3:11])[c:6]([O:8][CH3:9])[cH:7]1.